Dataset: the Open Reaction Database (ORD), a public repository of structured organic reaction records. Task: describe an organic reaction: reactants, conditions, products, and yield Starting materials: C(C1=CC=CC=C1)OC1=CC=C(C=C1)CC(C(=O)NCCN1CCCCC1)N(CC1=CC=C(C=C1)C(C)(C)C)CC1=CC=C(C=C1)C(C)(C)C (3-(4-benzyloxy-phenyl)-2-[bis-(4-tert-butyl-benzyl)-amino]-N-(2-piperidin-1-yl-ethyl)-propionamide), [Li] (lithium). Run in C1CCOC1 (THF). Product: C(C1=CC=CC=C1)OC1=CC=C(C=C1)CC(CNCCN1CCCCC1)N(CC1=CC=C(C=C1)C(C)(C)C)CC1=CC=C(C=C1)C(C)(C)C (3-(4-Benzyloxy-phenyl)-N2,N2-bis-(4-tert-butyl-benzyl)-N1-(2-piperidin-1-yl-ethyl)-propane-1,2-diamine). The yield is 72.0%. As a reaction SMILES: [CH2:1]([O:8][C:9]1[CH:14]=[CH:13][C:12]([CH2:15][CH:16]([N:28]([CH2:40][C:41]2[CH:46]=[CH:45][C:44]([C:47]([CH3:50])([CH3:49])[CH3:48])=[CH:43][CH:42]=2)[CH2:29][C:30]2[CH:35]=[CH:34][C:33]([C:36]([CH3:39])([CH3:38])[CH3:37])=[CH:32][CH:31]=2)[C:17]([NH:19][CH2:20][CH2:21][N:22]2[CH2:27][CH2:26][CH2:25][CH2:24][CH2:23]2)=O)=[CH:11][CH:10]=1)[C:2]1[CH:7]=[CH:6][CH:5]=[CH:4][CH:3]=1.[Li]>C1COCC1>[CH2:1]([O:8][C:9]1[CH:10]=[CH:11][C:12]([CH2:15][CH:16]([N:28]([CH2:40][C:41]2[CH:46]=[CH:45][C:44]([C:47]([CH3:50])([CH3:49])[CH3:48])=[CH:43][CH:42]=2)[CH2:29][C:30]2[CH:31]=[CH:32][C:33]([C:36]([CH3:37])([CH3:38])[CH3:39])=[CH:34][CH:35]=2)[CH2:17][NH:19][CH2:20][CH2:21][N:22]2[CH2:27][CH2:26][CH2:25][CH2:24][CH2:23]2)=[CH:13][CH:14]=1)[C:2]1[CH:3]=[CH:4][CH:5]=[CH:6][CH:7]=1 |^1:50|. Procedure details: A solution of 900 mg (1.75 mmol) 3-(4-benzyloxy-phenyl)-2-[bis-(4-tert-butyl-benzyl)-amino]-N-(2-piperidin-1-yl-ethyl)-propionamide (Example 10) in 36 mL dry THF was treated portionwise with 332 mg (8.76 mmol) lithium tetrahydriodoaluminate, and the resulting suspension was heated under reflux for 16 hours. The mixture was then carefully quenched with 0.4 mL H2O, followed by 2.0 mL 2 N NaOH solution, and finally 0.8 mL H2O. The mixture was filtered and the solids washed with chloroform. The filt... The reactants are CC1=C(OC=2C=C3C(NC(=NC3=CC2C)N2N=CC(=C2)C(=O)OCC)=O)C(=CC=C1)C (ethyl 1-(6-(2,6-dimethylphenoxy)-7-methyl-4-oxo-3,4-dihydroquinazolin-2-yl)-1H-pyrazole-4-carboxylate), N1CCCC1 (pyrrolidine). Yields the product CC1=C(OC=2C=C3C(=NC(=NC3=CC2C)N2N=CC(=C2)C(=O)O)N2CCCC2)C(=CC=C1)C (1-(6-(2,6-Dimethylphenoxy)-7-methyl-4-(pyrrolidin-1-yl)quinazolin-2-yl)-1H-pyrazole-4-carboxylic acid). Reaction SMILES: [CH3:1][C:2]1[CH:30]=[CH:29][CH:28]=[C:27]([CH3:31])[C:3]=1[O:4][C:5]1[CH:6]=[C:7]2[C:12](=[CH:13][C:14]=1[CH3:15])[N:11]=[C:10]([N:16]1[CH:20]=[C:19]([C:21]([O:23]CC)=[O:22])[CH:18]=[N:17]1)[NH:9][C:8]2=O.[NH:32]1[CH2:36][CH2:35][CH2:34][CH2:33]1>>[CH3:1][C:2]1[CH:30]=[CH:29][CH:28]=[C:27]([CH3:31])[C:3]=1[O:4][C:5]1[CH:6]=[C:7]2[C:12](=[CH:13][C:14]=1[CH3:15])[N:11]=[C:10]([N:16]1[CH:20]=[C:19]([C:21]([OH:23])=[O:22])[CH:18]=[N:17]1)[N:9]=[C:8]2[N:32]1[CH2:36][CH2:35][CH2:34][CH2:33]1. Reported procedure: The above compound may be made analogous to Example 1 using ethyl 1-(6-(2,6-dimethylphenoxy)-7-methyl-4-oxo-3,4-dihydroquinazolin-2-yl)-1H-pyrazole-4-carboxylate in step D and pyrrolidine in step E. MS (ESI/CI): predicted mass C25H25N5O3, 443.2. Starting materials: OC1=C(N)C=CC=C1 (2-hydroxyaniline), C(=O)(N1C=NC=C1)N1C=NC=C1 (1,1′-carbonyl diimidazole), ClCCl (dichloromethane), ClC1=C(C=CC=C1)CC(=O)O (2-chlorophenylacetic acid). Run in O (water). Run at time 1 hour. Product: ClC1=C(C=CC=C1)CC(=O)NC1=C(C=CC=C1)O (N-(2-Chlorophenylacetyl)-2-hydroxyaniline). Isolated yield 95.8%. RXN SMILES: C(N1C=CN=C1)(N1C=CN=C1)=O.ClCCl.[Cl:16][C:17]1[CH:22]=[CH:21][CH:20]=[CH:19][C:18]=1[CH2:23][C:24]([OH:26])=O.[OH:27][C:28]1[CH:34]=[CH:33][CH:32]=[CH:31][C:29]=1[NH2:30]>O>[Cl:16][C:17]1[CH:22]=[CH:21][CH:20]=[CH:19][C:18]=1[CH2:23][C:24]([NH:30][C:29]1[CH:31]=[CH:32][CH:33]=[CH:34][C:28]=1[OH:27])=[O:26]. Procedure: To a mixture of 1,1′-carbonyl diimidazole (12.45 g, 0.077 mol) and dichloromethane (50 ml) was added 2-chlorophenylacetic acid (12.5 g, 0.073 mol) in portions. The mixture was stirred for 1 h and 2-hydroxyaniline (7.99 g, 0.073 mol) was added in one portion. After stirring overnight, the reaction mixture was diluted with water and filtered to give the title compound (18.3 g after drying). The reactants are CS(C)=O, CCOC(C)=O, COc1ccc(N2CCN(c3c(C)c(C)c4c(c3C)CC(C)(COS(C)(=O)=O)O4)CC2)cc1, [I-], [K+], N#C[K], O. Yields the product COc1ccc(N2CCN(c3c(C)c(C)c4c(c3C)CC(C)(CC#N)O4)CC2)cc1. RXN SMILES: [CH3:1][S:2]([CH3:3])=[O:4].[CH3:43][CH2:44][O:45][C:46](=[O:47])[CH3:48].[CH3:5][S:6]([O:7][CH2:10][C:11]1([CH3:37])[O:12][c:13]2[c:14]([c:16]([CH3:36])[c:17]([N:22]3[CH2:23][CH2:24][N:25]([c:28]4[cH:29][cH:30][c:31]([O:34][CH3:35])[cH:32][cH:33]4)[CH2:26][CH2:27]3)[c:18]([CH3:21])[c:19]2[CH3:20])[CH2:15]1)(=[O:8])=[O:9].[I-:42].[K+:41].[K:38][C:39]#[N:40].[OH2:49]>>[CH2:10]([C:11]1([CH3:37])[O:12][c:13]2[c:14]([c:16]([CH3:36])[c:17]([N:22]3[CH2:23][CH2:24][N:25]([c:28]4[cH:29][cH:30][c:31]([O:34][CH3:35])[cH:32][cH:33]4)[CH2:26][CH2:27]3)[c:18]([CH3:21])[c:19]2[CH3:20])[CH2:15]1)[C:39]#[N:40]. Starting materials: Br.CN1C(N(C(C2=CC(=CC=C12)C)=O)C1CCNCC1)=O (1,2,3,4-tetrahydro-1,6-dimethyl-2,4-dioxo-3-(4-piperidinyl)quinazoline hydrobromide), C(C)(C)O (isopropyl alcohol), Br.CN1C(N(C(C2=CC(=CC=C12)C)=O)C1CCNCC1)=O (1,2,3,4-tetrahydro-1,6-dimethyl-2,4-dioxo-3-(4-piperidinyl)quinazoline hydrobromide), ClC1=NC(=NC2=CC(=C(C=C12)OC)OC)CCC (4-chloro-6,7-dimethoxy-2-propylquinazoline). Run in CO (methanol). Yields the product COC=1C=C2C(=NC(=NC2=CC1OC)CCC)N1CCC(CC1)N1C(N(C2=CC=C(C=C2C1=O)C)C)=O (3-[1-(6,7-Dimethoxy-2-propyl-4-quinazolinyl)-4-piperidinyl]-1,2,3,4-tetrahydro-1,6-dimethyl-2,4-dioxo-quinazoline). Isolated yield 35.0%. As a reaction SMILES: Br.[CH3:2][N:3]1[C:12]2[C:7](=[CH:8][C:9]([CH3:13])=[CH:10][CH:11]=2)[C:6](=[O:14])[N:5]([CH:15]2[CH2:20][CH2:19][NH:18][CH2:17][CH2:16]2)[C:4]1=[O:21].Cl[C:23]1[C:32]2[C:27](=[CH:28][C:29]([O:35][CH3:36])=[C:30]([O:33][CH3:34])[CH:31]=2)[N:26]=[C:25]([CH2:37][CH2:38][CH3:39])[N:24]=1.C(O)(C)C>CO>[CH3:34][O:33][C:30]1[CH:31]=[C:32]2[C:27](=[CH:28][C:29]=1[O:35][CH3:36])[N:26]=[C:25]([CH2:37][CH2:38][CH3:39])[N:24]=[C:23]2[N:18]1[CH2:19][CH2:20][CH:15]([N:5]2[C:6](=[O:14])[C:7]3[C:12](=[CH:11][CH:10]=[C:9]([CH3:13])[CH:8]=3)[N:3]([CH3:2])[C:4]2=[O:21])[CH2:16][CH2:17]1 |f:0.1|. Procedure: The procedure similar to that described in Example 40 was repeated, except that 354.0 mg (1.0 mmol) of 1,2,3,4-tetrahydro-1,6-dimethyl-2,4-dioxo-3-(4-piperidinyl)-quinazoline hydrobromide (Compound v) obtained in Example 41 was used, 4-chloro-6,7-dimethoxy-2-propylquinazoline was used in place of 4-chloro-6,7-dimethoxyquinazoline, and isopropyl alcohol was used as a reaction solvent in place of methanol. As a result, 174.3 mg (yield: 35%) of Compound 82 was obtained as white crystals. Starting materials: FC(COC1=CC=C(C=C1)CCO)(F)F (2-[4-(2,2,2-trifluoroethoxy)phenyl]ethanol), [H-].[Na+] (NaH), CS(=O)(=O)C1=NC=CC=C1 (methylsulfonyl pyridine). Solvent: CN(C)C=O (DMF). Conditions: time 40 minute. Yields the product FC(COC1=CC=C(C=C1)CCOC1=CC=NC=C1)(F)F (4-[2-[4-(2,2,2-trifluoroethoxy)phenyl]ethoxy]pyridine). Reaction SMILES: [H-].[Na+].[F:3][C:4]([F:17])([F:16])[CH2:5][O:6][C:7]1[CH:12]=[CH:11][C:10]([CH2:13][CH2:14][OH:15])=[CH:9][CH:8]=1.CS([C:22]1[CH:27]=[CH:26][CH:25]=[CH:24][N:23]=1)(=O)=O>CN(C=O)C>[F:3][C:4]([F:16])([F:17])[CH2:5][O:6][C:7]1[CH:8]=[CH:9][C:10]([CH2:13][CH2:14][O:15][C:26]2[CH:25]=[CH:24][N:23]=[CH:22][CH:27]=2)=[CH:11][CH:12]=1 |f:0.1|. Procedure: To a suspension of about one gram of 60% NaH (dispersion in oil) in 20 mL of dry DMF was added 5.2 g (0.023 m) of 2-[4-(2,2,2-trifluoroethoxy)phenyl]ethanol. The mixture was stirred at room temperature for 40 minutes, then 3.1 g (0.02 m) of methylsulfonyl pyridine was added. The mixture was stirred at room temperature overnight, then DMF was evaporated in vacuo, and the residue was diluted with water and extracted with CH2Cl2. The CH2Cl2 layer was separated, washed with saturated NaCl solution a...